Dataset: the Open Reaction Database (ORD), a public repository of structured organic reaction records. Task: describe an organic reaction: reactants, conditions, products, and yield The yield is 99.5%. The reactants are ClC=1C=C(C(=O)OC)C=CC1O (Methyl 3-chloro-4-hydroxybenzoate), IN1C(CCC1=O)=O (N-iodosuccinimide), FC(S(=O)(=O)O)(F)F (trifluoromethanesulfonic acid). Product: ClC=1C=C(C(=O)OC)C=C(C1O)I (methyl 3-chloro-4-hydroxy-5-iodobenzoate). Run in ClCCl (dichloromethane), CO (methanol). Procedure: Methyl 3-chloro-4-hydroxybenzoate (12.31 g) was dissolved in dichloromethane (100 mL) and methanol (12 mL), and N-iodosuccinimide (15.59 g) and trifluoromethanesulfonic acid (2 mL) were added to the solution, and then the mixture was stirred at room temperature for 2 hours. The solvent was distilled off under reduced pressure and the obtained residue was'washed with water (100 mL) to obtain the title compound (20.52 g) as a colorless crystal. As a reaction SMILES: [Cl:1][C:2]1[CH:3]=[C:4]([CH:9]=[CH:10][C:11]=1[OH:12])[C:5]([O:7][CH3:8])=[O:6].[I:13]N1C(=O)CCC1=O.FC(F)(F)S(O)(=O)=O>ClCCl.CO>[Cl:1][C:2]1[CH:3]=[C:4]([CH:9]=[C:10]([I:13])[C:11]=1[OH:12])[C:5]([O:7][CH3:8])=[O:6]. Conditions: time 2 hour. Starting materials: COC(=O)[C@H]1C[C@@H](N(CC1)S(=O)(=O)C1=CC=C(C=C1)OC)C(NOCC1=CC=CC=C1)=O ((2R,4R)-2-benzyloxycarbamoyl-1-(4-methoxy-benzenesulfonyl)-piperidine-4-carboxylic acid methyl ester), O.[OH-].[Li+] (lithium hydroxide monohydrate), resin. Solvent: CO.O (methanol water). Run at time 15 minute. The product is C(C1=CC=CC=C1)ONC(=O)[C@@H]1N(CC[C@H](C1)C(=O)O)S(=O)(=O)C1=CC=C(C=C1)OC ((2R,4R)-2-benzyloxycarbamoyl-1-(4-methoxy-benzenesulfonyl)-piperidine-4-carboxylicacid). RXN SMILES: C[O:2][C:3]([C@@H:5]1[CH2:10][CH2:9][N:8]([S:11]([C:14]2[CH:19]=[CH:18][C:17]([O:20][CH3:21])=[CH:16][CH:15]=2)(=[O:13])=[O:12])[C@@H:7]([C:22](=[O:32])[NH:23][O:24][CH2:25][C:26]2[CH:31]=[CH:30][CH:29]=[CH:28][CH:27]=2)[CH2:6]1)=[O:4].O.[OH-].[Li+]>CO.O>[CH2:25]([O:24][NH:23][C:22]([C@H:7]1[CH2:6][C@H:5]([C:3]([OH:4])=[O:2])[CH2:10][CH2:9][N:8]1[S:11]([C:14]1[CH:15]=[CH:16][C:17]([O:20][CH3:21])=[CH:18][CH:19]=1)(=[O:13])=[O:12])=[O:32])[C:26]1[CH:27]=[CH:28][CH:29]=[CH:30][CH:31]=1 |f:1.2.3,4.5|. Procedure details: To a stirred cold (0° C.) solution of (2R,4R)-2-benzyloxycarbamoyl-1-(4-methoxy-benzenesulfonyl)-piperidine-4-carboxylic acid methyl ester (4.0 g, 8.6 mmol) in 10 mL of 9:1 methanol/water was added lithium hydroxide monohydrate (1.8 g, 43 mmol). The mixture was stirred for 2 hours before Amberlite IR-120 resin (96 g) was added. After 15 minutes, the mixture was filtered and the filtrate was concentrated to give (2R,4R)-2-benzyloxycarbamoyl-1-(4-methoxy-benzenesulfonyl)-piperidine-4-carboxylicaci... The reactants are CC(C)N1CC2N(C(=O)C(N(Cc3ccccc3)C(=O)[O-])CN2S(=O)(=O)c2ccc(Cl)cc2Cl)C(Cc2ccc(Cl)cc2)C1=O, C[Si](C)(C)I, CO, CC#N. Yields the product CC(C)N1CC2N(C(=O)C(N)CN2S(=O)(=O)c2ccc(Cl)cc2Cl)C(Cc2ccc(Cl)cc2)C1=O. As a reaction SMILES: [CH2:6]([c:10]1[cH:11][cH:12][cH:14][cH:15][cH:16]1)[N:13]([C:7](=[O:8])[O-:9])[CH:17]1[CH2:18][N:19]([S:40](=[O:41])(=[O:42])[c:43]2[c:44]([Cl:50])[cH:45][c:46]([Cl:49])[cH:47][cH:48]2)[CH:20]2[N:21]([C:22]1=[O:23])[CH:24]([CH2:32][c:33]1[cH:34][cH:35][c:36]([Cl:39])[cH:37][cH:38]1)[C:25](=[O:31])[N:26]([CH:28]([CH3:29])[CH3:30])[CH2:27]2.[CH3:1][Si:2]([I:3])([CH3:4])[CH3:5].[CH3:51][OH:52].[CH3:53][C:54]#[N:55]>>[NH2:13][CH:17]1[CH2:18][N:19]([S:40](=[O:41])(=[O:42])[c:43]2[c:44]([Cl:50])[cH:45][c:46]([Cl:49])[cH:47][cH:48]2)[CH:20]2[N:21]([C:22]1=[O:23])[CH:24]([CH2:32][c:33]1[cH:34][cH:35][c:36]([Cl:39])[cH:37][cH:38]1)[C:25](=[O:31])[N:26]([CH:28]([CH3:29])[CH3:30])[CH2:27]2. The reactants are BrC=1C=C(C=O)C=CC1F (3-bromo-4-fluorobenzaldehyde), O.C1(=CC=C(C=C1)S(=O)(=O)O)C (p-toluenesulfonic acid monohydrate), C(O)([O-])=O.[Na+] (sodium hydrogencarbonate). Solvent: C(OC)([O-])[O-] (methyl orthoformate), CO (methanol). Conditions: time 1 hour. Yields the product COC(C1=CC(=C(C=C1)F)Br)OC (3-bromo-4-fluorobenzaldehyde dimethylacetal). RXN SMILES: [Br:1][C:2]1[CH:3]=[C:4]([CH:7]=[CH:8][C:9]=1[F:10])[CH:5]=[O:6].O.[C:12]1(C)C=CC(S(O)(=O)=O)=CC=1.[C:23](=[O:26])([O-])O.[Na+]>C([O-])([O-])OC.CO>[CH3:12][O:6][CH:5]([O:26][CH3:23])[C:4]1[CH:7]=[CH:8][C:9]([F:10])=[C:2]([Br:1])[CH:3]=1 |f:1.2,3.4|. Procedure details: A total of 21.6 g of 3-bromo-4-fluorobenzaldehyde was dissolved in a mixture of 50 ml of methyl orthoformate and 50 ml of methanol, and 0.2 g of p-toluenesulfonic acid monohydrate was added, followed by stirring at room temperature for 1 hour. To the reaction mixture was added aqueous sodium hydrogencarbonate solution, and the mixture was extracted with ethyl acetate. The organic layer was washed with water, dried over anhydrous magnesium sulfate and the solvent was evaporated, to give 24.3 g of... Starting materials: CO, CC#N, O=C(Cl)CCCCl, ClCCl, CN(C)CCN1C(=O)c2cccc3cc4cccc(N)c4c(c23)C1=O. The product is CN(C)CCN1C(=O)c2cccc3cc4cccc(NC(=O)CCCCl)c4c(c23)C1=O. RXN SMILES: [CH3:36][OH:37].[CH3:38][C:39]#[N:40].[Cl:26][CH2:27][CH2:28][CH2:29][C:30](=[O:31])[Cl:32].[Cl:33][CH2:34][Cl:35].[NH2:1][c:2]1[cH:3][cH:4][cH:5][c:6]2[cH:7][c:8]3[c:9]4[c:10]([cH:23][cH:24][cH:25]3)[C:11](=[O:22])[N:12]([CH2:17][CH2:18][N:19]([CH3:20])[CH3:21])[C:13](=[O:16])[c:14]4[c:15]12>>[NH:1]([c:2]1[cH:3][cH:4][cH:5][c:6]2[cH:7][c:8]3[c:9]4[c:10]([cH:23][cH:24][cH:25]3)[C:11](=[O:22])[N:12]([CH2:17][CH2:18][N:19]([CH3:20])[CH3:21])[C:13](=[O:16])[c:14]4[c:15]12)[C:30]([CH2:29][CH2:28][CH2:27][Cl:26])=[O:31]. Starting materials: O (water), Cl (hydrochloric acid), O (water), ClC1=C(C(=CC=C1)F)CC(CC(=O)OCC)=O (ethyl (2-chloro-6-fluorophenyl)acetoacetate), Cl.NC=1NC=CN1 (aminoimidazole hydrochloride), C1CC2=NCCCN2C1 (1,5-diazabicyclo[4.3.0]-5-nonene). Solvent: C(Cl)(Cl)Cl (chloroform), CN(C=O)C (N,N-dimethylformamide). Run at temperature 100 celsius. Product: OC1=C(C(=NC=2N1C=CN2)C)C2=C(C=CC=C2F)Cl (5-hydroxy-6-(2-chloro-6-fluorophenyl)-7-methylimidazo[1,2-a]pyrimidine). As a reaction SMILES: Cl[C:2]1[CH:7]=[CH:6][CH:5]=[C:4]([F:8])[C:3]=1[CH2:9][C:10](=O)[CH2:11]C(OCC)=O.[ClH:18].[NH2:19][C:20]1[NH:21][CH:22]=[CH:23][N:24]=1.[CH2:25]1CN2C(=NCCC2)C1.Cl.[OH2:35]>C(Cl)(Cl)Cl.CN(C)C=O>[OH:35][C:25]1[N:21]2[CH:22]=[CH:23][N:24]=[C:20]2[N:19]=[C:10]([CH3:11])[C:9]=1[C:3]1[C:4]([F:8])=[CH:5][CH:6]=[CH:7][C:2]=1[Cl:18] |f:1.2|. Procedure details: A mixture of 1.29 g of ethyl (2-chloro-6-fluorophenyl)acetoacetate, 0.60 g of aminoimidazole hydrochloride, 1.24 g of 1,5-diazabicyclo[4.3.0]-5-nonene (DBN) and 5 ml of N,N-dimethylformamide was heated at 100° C. for 14 hours. The reaction mixture was allowed to cool, and chloroform and water were added thereto. To the separated water layer, conc. hydrochloric acid was added and the precipitate was filtered, which was followed to subject to silica gel chromatography to give 0.16 g of 5-hydroxy-6... The reactants are BrC=C1C2=C(OCC3=C1C=CC=C3)C=C(C=C2)F (11-bromomethylene-3-fluoro-6,11-dihydro-dibenzo[b,e]oxepine), C(C)(C)N1C(NC2=C1C=CC(=C2)B(O)O)=O (1-isopropyl-2-oxo-2,3-dihydro-1H-benzoimidazole-5-boronic acid), C(=O)([O-])[O-].[Na+].[Na+] (Na2CO3). The reagents and catalysts are C=1C=CC(=CC1)[P](C=2C=CC=CC2)(C=3C=CC=CC3)[Pd]([P](C=4C=CC=CC4)(C=5C=CC=CC5)C=6C=CC=CC6)([P](C=7C=CC=CC7)(C=8C=CC=CC8)C=9C=CC=CC9)[P](C=1C=CC=CC1)(C=1C=CC=CC1)C=1C=CC=CC1 (Pd(PPh3)4). Solvent: O1CCOCC1 (dioxane). Yields the product FC=1C=CC2=C(OCC3=C(C2=CC2=CC4=C(N(C(N4)=O)C(C)C)C=C2)C=CC=C3)C1 (5-(3-Fluoro-6H-dibenzo[b,e]oxepin-11-ylidenemethyl)-1-isopropyl-1,3-dihydro-benzoimidazol-2-one). Isolated yield 69.4%. Reaction SMILES: Br[CH:2]=[C:3]1[C:9]2[CH:10]=[CH:11][CH:12]=[CH:13][C:8]=2[CH2:7][O:6][C:5]2[CH:14]=[C:15]([F:18])[CH:16]=[CH:17][C:4]1=2.[CH:19]([N:22]1[C:26]2[CH:27]=[CH:28][C:29](B(O)O)=[CH:30][C:25]=2[NH:24][C:23]1=[O:34])([CH3:21])[CH3:20].C([O-])([O-])=O.[Na+].[Na+]>C1C=CC([P]([Pd]([P](C2C=CC=CC=2)(C2C=CC=CC=2)C2C=CC=CC=2)([P](C2C=CC=CC=2)(C2C=CC=CC=2)C2C=CC=CC=2)[P](C2C=CC=CC=2)(C2C=CC=CC=2)C2C=CC=CC=2)(C2C=CC=CC=2)C2C=CC=CC=2)=CC=1.O1CCOCC1>[F:18][C:15]1[CH:16]=[CH:17][C:4]2[C:3](=[CH:2][C:29]3[CH:28]=[CH:27][C:26]4[N:22]([CH:19]([CH3:21])[CH3:20])[C:23](=[O:34])[NH:24][C:25]=4[CH:30]=3)[C:9]3[CH:10]=[CH:11][CH:12]=[CH:13][C:8]=3[CH2:7][O:6][C:5]=2[CH:14]=1 |f:2.3.4,^1:44,46,65,84|. Procedure: Following procedures essentially as described in Example 219, mix 11-bromomethylene-3-fluoro-6,11-dihydro-dibenzo[b,e]oxepine (150 mg, 0.493 mmol), 1-isopropyl-2-oxo-2,3-dihydro-1H-benzoimidazole-5-boronic acid (103 mg, 0.468 mmol)(prepared according to Scheme IX by using isopropylamine in Step A), Na2CO3 (2M in water, 620 □L, 1.23 mmol), dioxane (4 mL), and Pd(PPh3)4 (29 mg, 0.025 mmol). Purify the crude product on silica gel (24 g), eluting with 25% to 50% THF/hexanes to afford 130 mg (69%) of... The reactants are Cl.NCCC1OC2=C(C1)C(=C(C(=C2C)C)OCC2=CC=CC=C2)C (2-(RS)-(2-aminoethyl)-2,3-dihydro-5-benzyloxy-4,6,7-trimethylbenzofurane hydrochloride), [K+].[Br-] (KBr). Product: Cl.NCCC1OC2=C(C1)C(=C(C(=C2C)C)O)C (2-(RS)-(2-aminoethyl)-2,3-dihydro-5-hydroxy-4,6,7-trimethylbenzofurane hydrochloride). RXN SMILES: [ClH:1].[NH2:2][CH2:3][CH2:4][CH:5]1[CH2:9][C:8]2[C:10]([CH3:24])=[C:11]([O:16]CC3C=CC=CC=3)[C:12]([CH3:15])=[C:13]([CH3:14])[C:7]=2[O:6]1.[K+].[Br-]>>[ClH:1].[NH2:2][CH2:3][CH2:4][CH:5]1[CH2:9][C:8]2[C:10]([CH3:24])=[C:11]([OH:16])[C:12]([CH3:15])=[C:13]([CH3:14])[C:7]=2[O:6]1 |f:0.1,2.3,4.5|. Procedure details: The de-benzylization of the 2-(RS)-(2-aminoethyl)-2,3-dihydro-5-benzyloxy-4,6,7-trimethylbenzofurane hydrochloride is done with the same process as described in example 15. A white solid is obtained. m.p. 198°-199° C.; IR (KBr): 3410 (νOH), 3059 cm-1 (νNH3 +); 1H-NMR (D2O): δ3.4-2.7 (4H,m), 2.3-2.1 (2H,m), 2.1 (6H,s), 2.0 (3H,s).